Dataset: the Open Reaction Database (ORD), a public repository of structured organic reaction records. Task: describe an organic reaction: reactants, conditions, products, and yield Starting materials: 3, CC1(C(CC=C1C)CC=O)C (2,2,3-trimethylcyclopent-3-en-1-yl acetaldehyde), CC(CO)=C (2-methyl-2-propen-1-ol). Reagents/catalysts: CC=1C=CC(=CC1)S(=O)(=O)O (p-TSA). Run in CCCCCCC (heptane). Product: CC(COC(CC1C(C(=CC1)C)(C)C)OCC(=C)C)=C (2,2,3-trimethylcyclopent-3-en-1-yl acetaldehyde bis-(2-methyl-2-propenyl) acetal). Isolated yield 186.9%. RXN SMILES: [CH3:1][C:2]1([CH3:11])[C:6]([CH3:7])=[CH:5][CH2:4][CH:3]1[CH2:8][CH:9]=[O:10].[CH3:12][C:13](=[CH2:16])[CH2:14][OH:15]>CC1C=CC(S(O)(=O)=O)=CC=1.CCCCCCC>[CH3:3][C:2](=[CH2:1])[CH2:6][O:10][CH:9]([O:15][CH2:14][C:13]([CH3:12])=[CH2:16])[CH2:8][CH:3]1[CH2:4][CH:5]=[C:6]([CH3:7])[C:2]1([CH3:11])[CH3:1]. Reported procedure: A 2 liter 3 neck flask equipped with a Dean-Stark trap, condenser, thermometer, mechanical agitator, and nitrogen inlet and outlet was charged with 392.5 g of 2,2,3-trimethylcyclopent-3-en-1-yl acetaldehyde at a purity of 88.9% (2.30 moles), 415 g of 2-methyl-2-propen-1-ol (5.64 moles), 0.2 g of p-TSA and 1 liter of heptane. The contents were brought to reflux and 43 ml of water were collected. The batch was cooled and washed with 2×250 ml of 10% sodium hydroxide. The batch was dried (MgSO4), fi... Starting materials: C([O-])(O)=O.[Na+] (sodium bicarbonate), BrN1C(CCC1=O)=O (N-Bromosuccinimide), CC1(OC2=C(C=C1)C=C(C=C2)C#N)C (2,2-dimethyl-2H-1-benzopyran-6-carbonitrile), C(C1=CC=CC=C1)OC(=O)N[C@@H](C)C(=O)O (N-benzyloxycarbonyl-L-alanine). The solvent is C(Cl)(Cl)Cl (chloroform), C(Cl)(Cl)Cl (chloroform). Product: C(C1=CC=CC=C1)OC(=O)N[C@H](C(=O)O[C@@H]1[C@H](C(OC2=C1C=C(C=C2)C#N)(C)C)Br)C ((3R,4S)-4-{(2S)-2-benzyloxycarbonylaminopropionyloxy}-3-bromo-3,4-dihydro-2,2-dimethyl-2H-1-benzopyran-6-carbonitrile). The yield is 29.2%. RXN SMILES: [Br:1]N1C(=O)CCC1=O.[CH3:9][C:10]1([CH3:22])[CH:15]=[CH:14][C:13]2[CH:16]=[C:17]([C:20]#[N:21])[CH:18]=[CH:19][C:12]=2[O:11]1.[CH2:23]([O:30][C:31]([NH:33][C@H:34]([C:36]([OH:38])=[O:37])[CH3:35])=[O:32])[C:24]1[CH:29]=[CH:28][CH:27]=[CH:26][CH:25]=1.C(=O)(O)[O-].[Na+]>C(Cl)(Cl)Cl>[CH2:23]([O:30][C:31]([NH:33][C@@H:34]([CH3:35])[C:36]([O:38][C@H:14]1[C:13]2[CH:16]=[C:17]([C:20]#[N:21])[CH:18]=[CH:19][C:12]=2[O:11][C:10]([CH3:22])([CH3:9])[C@@H:15]1[Br:1])=[O:37])=[O:32])[C:24]1[CH:25]=[CH:26][CH:27]=[CH:28][CH:29]=1 |f:3.4|. Reported procedure: N-Bromosuccinimide (6.408 g) was added to a solution of 2,2-dimethyl-2H-1-benzopyran-6-carbonitrile (5.55 g) and N-benzyloxycarbonyl-L-alanine (6.69 g) in chloroform (60 ml). After being stirred under reflux for 16 hours, the mixture was poured into saturated aqueous sodium bicarbonate and diluted with chloroform. The organic layer was separated, washed successively with 5% aqueous sodium thiosulfate, water, and brine, dried over magnesium sulfate, and evaporated in vacuo. The oily residue was d... Starting materials: C[Si](C1=C(C(=C(C(=O)OC)C=C1)O)C#C)(C)C (methyl 4-trimethylsilanyl-ethynyl-2-hydroxybenzoate), C1CCOC1 (THF), [F-].C(CCC)[N+](CCCC)(CCCC)CCCC (tetrabutylammonium fluoride). Run in O (water). Run at time 1 hour. Product: C(#C)C1=CC(=C(C(=O)OC)C=C1)O (Methyl 4-ethynyl-2-hydroxybenzoate). Isolated yield 100.0%. As a reaction SMILES: C[Si](C)(C)[C:3]1[CH:12]=[CH:11][C:6]([C:7]([O:9][CH3:10])=[O:8])=[C:5]([OH:13])[C:4]=1C#C.[CH2:18]1COC[CH2:19]1.[F-].C([N+](CCCC)(CCCC)CCCC)CCC>O>[C:18]([C:3]1[CH:12]=[CH:11][C:6]([C:7]([O:9][CH3:10])=[O:8])=[C:5]([OH:13])[CH:4]=1)#[CH:19] |f:2.3|. Procedure: 3.07 g (12.4 mmol) of methyl 4-trimethylsilanyl-ethynyl-2-hydroxybenzoate are mixed, in a 500 ml three-necked flask, with 50 ml of THF, and 13.7 ml of a tetrabutylammonium fluoride solution (1 M/THF) are added dropwise. The reaction medium is stirred for 1 h at room temperature and is then poured into water and extracted with ethyl ether. After separation of the phases by settling, the organic phase is dried over magnesium sulphate and concentrated. 2.48 g (100%) of a beige-coloured powder are o...